This data is from the Open Reaction Database (ORD), a public repository of structured organic reaction records. The task is: describe an organic reaction: reactants, conditions, products, and yield The reactants are NC=1C=C2C(=CC(N(C2=CC1)C)=O)C(F)(F)F (6-amino-1-methyl-4-trifluoromethyl-1H-quinolin-2-one), solution, ClC1=CC=C(C=C1)CCN=C=S (2-(4-chlorophenyl)ethyl isothiocyanate), solution. Run in CN1CCCC1=O (NMP), CN1CCCC1=O (NMP). Yields the product ClC1=CC=C(C=C1)CCNC(=S)NC=1C=C2C(=CC(N(C2=CC1)C)=O)C(F)(F)F (1-[2-(4-Chlorophenyl)ethyl]-3-(1-methyl-2-oxo-4-trifluoromethyl-1,2-dihydroquinolin-6-yl)thiourea). Yield: 40.0%. As a reaction SMILES: [NH2:1][C:2]1[CH:3]=[C:4]2[C:9](=[CH:10][CH:11]=1)[N:8]([CH3:12])[C:7](=[O:13])[CH:6]=[C:5]2[C:14]([F:17])([F:16])[F:15].[Cl:18][C:19]1[CH:24]=[CH:23][C:22]([CH2:25][CH2:26][N:27]=[C:28]=[S:29])=[CH:21][CH:20]=1>CN1C(=O)CCC1>[Cl:18][C:19]1[CH:20]=[CH:21][C:22]([CH2:25][CH2:26][NH:27][C:28]([NH:1][C:2]2[CH:3]=[C:4]3[C:9](=[CH:10][CH:11]=2)[N:8]([CH3:12])[C:7](=[O:13])[CH:6]=[C:5]3[C:14]([F:17])([F:15])[F:16])=[S:29])=[CH:23][CH:24]=1. Reported procedure: Reaction of 6-amino-1-methyl-4-trifluoromethyl-1H-quinolin-2-one (Preparation 1, 200 μL of a 0.2 M solution in NMP, 40 μmol) with 2-(4-chlorophenyl)ethyl isothiocyanate (240 μL of a 0.2 M solution in NMP, 48 μmol), by the procedure outlined for Example 492, furnished the title compound (7.1 mg, 40%): RT=1.95 min; m/z (ES+)=440.1 [M+H]+. Reactants: CCO, COC(=O)c1cccc2nc(-c3cccc(CN4CCCC4)c3)oc12, [NH4+], O. The product is NC(=O)c1cccc2nc(-c3cccc(CN4CCCC4)c3)oc12. RXN SMILES: [CH3:28][CH2:29][OH:30].[N:1]1([CH2:6][c:7]2[cH:8][c:9](-[c:13]3[o:14][c:15]4[c:16]([n:17]3)[cH:18][cH:19][cH:20][c:21]4[C:22]([O:24][CH3:23])=[O:25])[cH:10][cH:11][cH:12]2)[CH2:2][CH2:3][CH2:4][CH2:5]1.[NH4+:27].[OH2:26]>>[N:1]1([CH2:6][c:7]2[cH:8][c:9](-[c:13]3[o:14][c:15]4[c:16]([n:17]3)[cH:18][cH:19][cH:20][c:21]4[C:22](=[O:24])[NH2:27])[cH:10][cH:11][cH:12]2)[CH2:2][CH2:3][CH2:4][CH2:5]1. Reactants: CN(C1=CC=C2C(=NN(C2=C1)COCC[Si](C)(C)C)C=CC1=CC=CC=C1)C1=CC(=CC=C1)[N+](=O)[O-] (Methyl-(3-nitro-phenyl} {3-styryl-1-[2-(trimethyl-silanyl)-ethoxymethyl]-1H-indazol-6-yl}-amine), CN(C1=CC(=CC=C1)N)C1=CC=C2C(=NN(C2=C1)COCC[Si](C)(C)C)C=CC1=CC=CC=C1 (N-methyl-N-{3-styryl-1-[2-(trimethyl-silanyl) ethoxymethyl]-1H-indazol-6-yl)-benzene-1,3-diamine). Solvent: C(C)(=O)OCC.CCCCCC (ethyl acetate hexane). Yields the product CN(C1=CC(=CC=C1)N)C1=CC=C2C(=NNC2=C1)C=CC1=CC=CC=C1 (N-Methyl-N-(3-styryl-1H-indazol-6-yl)-benzene-1,3-diamine). RXN SMILES: [CH3:1][N:2]([C:28]1[CH:33]=[CH:32][CH:31]=[C:30]([N+:34]([O-])=O)[CH:29]=1)[C:3]1[CH:11]=[C:10]2[C:6]([C:7]([CH:20]=[CH:21][C:22]3[CH:27]=[CH:26][CH:25]=[CH:24][CH:23]=3)=[N:8][N:9]2COCC[Si](C)(C)C)=[CH:5][CH:4]=1.CN(C1C=C2C(C(C=CC3C=CC=CC=3)=NN2COCC[Si](C)(C)C)=CC=1)C1C=CC=C(N)C=1>C(OCC)(=O)C.CCCCCC>[CH3:1][N:2]([C:3]1[CH:11]=[C:10]2[C:6]([C:7]([CH:20]=[CH:21][C:22]3[CH:27]=[CH:26][CH:25]=[CH:24][CH:23]=3)=[N:8][NH:9]2)=[CH:5][CH:4]=1)[C:28]1[CH:33]=[CH:32][CH:31]=[C:30]([NH2:34])[CH:29]=1 |f:2.3|. Procedure details: Methyl-(3-nitro-phenyl} {3-styryl-1-[2-(trimethyl-silanyl)-ethoxymethyl]-1H-indazol-6-yl}-amine was converted to N-methyl-N-{3-styryl-1-[2-(trimethyl-silanyl) ethoxymethyl]-1H-indazol-6-yl)-benzene-1,3-diamine as described in Example 11, step (iv). Rf sm 0.55, Rf p 0.31 (ethyl acetate:hexane 3:7); FTIR (thin film) 3455, 3360, 2951, 2893, 1621, 1601, 1494, 1449, 1249, 1074 cm−1; 1H NMR (300 MHz, CDCl3) δ 7.81 (d, 1H, J=8.8 Hz) 7.58 (d, 2H, J=7.21 Hz), 7.26-7.50 (m 5H), 7.12 (t, 1H, J=7.93 Hz), 7.... As a reaction SMILES: [NH:1]1[CH:5]=[C:4]([CH:6]2[CH2:10][CH2:9][N:8]([C:11]([N:13]3[C:22]4[C:17](=[CH:18][CH:19]=[CH:20][CH:21]=4)[N:16]([C:23]4[CH:31]=[CH:30][C:26]([C:27]([OH:29])=O)=[CH:25][CH:24]=4)[CH2:15][CH2:14]3)=[O:12])[CH2:7]2)[CH:3]=[N:2]1.[NH2:32][N:33]1[CH2:38][CH2:37][CH2:36][CH2:35][CH2:34]1.OC1C2N=NNC=2C=CC=1.CCN=C=NCCCN(C)C.Cl>O1CCOCC1.CN(C)C=O>[N:33]1([NH:32][C:27](=[O:29])[C:26]2[CH:30]=[CH:31][C:23]([N:16]3[C:17]4[C:22](=[CH:21][CH:20]=[CH:19][CH:18]=4)[N:13]([C:11]([N:8]4[CH2:9][CH2:10][CH:6]([C:4]5[CH:3]=[N:2][NH:1][CH:5]=5)[CH2:7]4)=[O:12])[CH2:14][CH2:15]3)=[CH:24][CH:25]=2)[CH2:38][CH2:37][CH2:36][CH2:35][CH2:34]1 |f:3.4,5.6|. Yield: 58.5%. Procedure details: 0.4 g of 4-[4-{[3-(1H-pyrazol-4-yl)pyrrolidin-1-yl]carbonyl}-3,4-dihydroquinoxalin-1(2H)-yl]benzoic acid, 0.19 g of 1-aminopiperidine, 0.26 g of hydroxybenzotriazole, 0.37 g of EDC.HCl and 7 ml of a dioxane/dimethylformamide 5/2 mixture are introduced into a 100 ml round-bottomed flask equipped with a magnetic stirrer. The reaction mixture is stirred at ambient temperature for 20 h and concentrated under vacuum. The residue is chromatographed on silica gel eluted with a dichloromethane/acetone/m... Run in O1CCOCC1.CN(C=O)C (dioxane dimethylformamide). Reaction conditions: time 20 hour. The reactants are N1N=CC(=C1)C1CN(CC1)C(=O)N1CCN(C2=CC=CC=C12)C1=CC=C(C(=O)O)C=C1 (4-[4-{[3-(1H-pyrazol-4-yl)pyrrolidin-1-yl]carbonyl}-3,4-dihydroquinoxalin-1(2H)-yl]benzoic acid), NN1CCCCC1 (1-aminopiperidine), OC1=CC=CC=2NN=NC21 (hydroxybenzotriazole), CCN=C=NCCCN(C)C.Cl (EDC.HCl). Yields the product N1(CCCCC1)NC(C1=CC=C(C=C1)N1CCN(C2=CC=CC=C12)C(=O)N1CC(CC1)C=1C=NNC1)=O (N-(piperidin-1-yl)-4-{4-[3-(1H-pyrazol-4-yl)pyrrolidine-1-carbonyl]-3,4-dihydro-2H-quinoxalin-1-yl}benzamide). Starting materials: CCCCC1CCC(CO)CC1, Cl, O=S(Cl)Cl, c1ccncc1. Yields the product CCCCC1CCC(CCl)CC1. RXN SMILES: [CH2:1]([CH2:2][CH2:3][CH3:4])[CH:5]1[CH2:6][CH2:7][CH:8]([CH2:11][OH:12])[CH2:9][CH2:10]1.[ClH:23].[S:19]([Cl:20])([Cl:21])=[O:22].[cH:13]1[cH:14][cH:15][n:16][cH:17][cH:18]1>>[CH2:1]([CH2:2][CH2:3][CH3:4])[CH:5]1[CH2:6][CH2:7][CH:8]([CH2:11][Cl:21])[CH2:9][CH2:10]1. Run at time 5 minute. The reactants are C1CN(CCN1CCO)CCS(=O)(=O)O (HEPES), C(COCCOCCN(CC(=O)O)CC(=O)O)N(CC(=O)O)CC(=O)O (EGTA), [F-].[Na+] (NaF), CC(C)C[C@@H](C(=O)N[C@@H](CC(C)C)C(=O)N[C@@H](CCCN=C(N)N)C(=O)O)NC(=O)C (leupeptin), [ 40 ], peptide, [Mg+2].[Cl-].[Cl-] (MgCl2), C1=NC2=C(C(=N1)N)N=CN2[C@H]3[C@@H]([C@@H]([C@H](O3)COP(=O)(O)OP(=O)(O)O[32P](=O)(O)O)O)O ([γ-32P] ATP), C1CN(CCN1CCO)CCS(=O)(=O)O (HEPES). Procedure details: Effect of IL-1β on ceramide-activated protein kinase activity. Cells (30×106 ml-1), handled as in FIG. 12, were stimulated with IL-1β (10 ng ml-1) and homogenized at 4° C. with a Dounce homogenizer in buffer (25 mM HEPES, pH 7.4, 5 mM EGTA, 50 mM NaF and 10 μg/ml each of leupeptin and soybean trypsin inhibitor). Homogenates were centrifuged at 500×g for 5 minutes to remove nuclei and at 200,000×g for 30 minutes to prepare microsomal membranes. Membranes were resuspended into homogenizing buffer ... RXN SMILES: C1N(CCO)CCN(CCS(O)(=O)=O)C1.C(N(CC(O)=O)CC(O)=O)COCCOCCN(CC(O)=O)CC(O)=O.[F-].[Na+].CC(C[C@H](NC(C)=O)C(N[C@H](C(N[C@H](C(O)=O)CCCN=C(N)N)=O)CC(C)C)=O)C.[Mg+2].[Cl-].[Cl-].[CH:78]1[N:83]=[C:82]([NH2:84])[C:81]2[N:85]=[CH:86][N:87]([C@@H:88]3[O:92][C@H:91]([CH2:93][O:94][P:95]([O:98][P:99]([O:102][32P](O)(O)=O)([OH:101])=[O:100])([OH:97])=[O:96])[C@@H:90]([OH:107])[C@H:89]3[OH:108])[C:80]=2[N:79]=1>>[P:95]([O:94][CH2:93][C@H:91]1[O:92][C@@H:88]([N:87]2[C:80]3[N:79]=[CH:78][N:83]=[C:82]([NH2:84])[C:81]=3[N:85]=[CH:86]2)[C@H:89]([OH:108])[C@@H:90]1[OH:107])([O:98][P:99]([O:102][P:95]([OH:97])([OH:96])=[O:94])([OH:101])=[O:100])(=[O:96])[OH:97] |f:2.3,5.6.7|. Product: P(O)(=O)(OP(=O)(O)OP(=O)(O)O)OC[C@@H]1[C@H]([C@H]([C@@H](O1)N1C=NC=2C(N)=NC=NC12)O)O (ATP).